Dataset: the Open Reaction Database (ORD), a public repository of structured organic reaction records. Task: describe an organic reaction: reactants, conditions, products, and yield The reactants are CC(=O)OC(C)=O, c1ccc(C(N=C2NCCCCN2)c2ccccc2)cc1. The product is CC(=O)N1CCCCNC1=NC(c1ccccc1)c1ccccc1. As a reaction SMILES: [CH3:22][C:23](=[O:24])[O:25][C:26](=[O:27])[CH3:28].[CH:1]([c:2]1[cH:3][cH:4][cH:5][cH:6][cH:7]1)([c:8]1[cH:9][cH:10][cH:11][cH:12][cH:13]1)[N:14]=[C:15]1[NH:16][CH2:17][CH2:18][CH2:19][CH2:20][NH:21]1>>[CH:1]([c:2]1[cH:3][cH:4][cH:5][cH:6][cH:7]1)([c:8]1[cH:9][cH:10][cH:11][cH:12][cH:13]1)[N:14]=[C:15]1[NH:16][CH2:17][CH2:18][CH2:19][CH2:20][N:21]1[C:23]([CH3:22])=[O:24]. Starting materials: N(C1=CC=CC=C1)C1=NC=C2C(=N1)N(C(N(C2)C2=C(C=CC=C2)Br)=O)C2=CC(=CC=C2)CCN2C(C=1C(C2=O)=CC=CC1)=O (7-anilino-3-(2-bromophenyl)-3,4-dihydro-1-[3-(2-phthalimidoethyl)phenyl]pyrimido[4,5-d]pyrimidin-2(1H)-one), O.NN (hydrazine hydrate). Solvent: C(C)O (ethanol). The product is NCCC=1C=C(C=CC1)N1C(N(CC=2C1=NC(=NC2)NC2=CC=CC=C2)C2=C(C=CC=C2)Br)=O (1-[3-(2-aminoethyl)phenyl]-7-anilino-3-(2-bromophenyl)-3,4-dihydropyrimido[4,5-d]pyrimidin-2(1H)-one). The yield is 28.2%. RXN SMILES: [NH:1]([C:8]1[N:13]=[C:12]2[N:14]([C:26]3[CH:31]=[CH:30][CH:29]=[C:28]([CH2:32][CH2:33][N:34]4C(=O)C5=CC=CC=C5C4=O)[CH:27]=3)[C:15](=[O:25])[N:16]([C:18]3[CH:23]=[CH:22][CH:21]=[CH:20][C:19]=3[Br:24])[CH2:17][C:11]2=[CH:10][N:9]=1)[C:2]1[CH:7]=[CH:6][CH:5]=[CH:4][CH:3]=1.O.NN>C(O)C>[NH2:34][CH2:33][CH2:32][C:28]1[CH:27]=[C:26]([N:14]2[C:12]3=[N:13][C:8]([NH:1][C:2]4[CH:7]=[CH:6][CH:5]=[CH:4][CH:3]=4)=[N:9][CH:10]=[C:11]3[CH2:17][N:16]([C:18]3[CH:23]=[CH:22][CH:21]=[CH:20][C:19]=3[Br:24])[C:15]2=[O:25])[CH:31]=[CH:30][CH:29]=1 |f:1.2|. Procedure details: A solution of 200 mg (0.31 mmol) of 7-anilino-3-(2-bromophenyl)-3,4-dihydro-1-[3-(2-phthalimidoethyl)phenyl]pyrimido[4,5-d]pyrimidin-2(1H)-one in 20 ml of ethanol was treated with 0.3 ml of hydrazine hydrate. After 20 hours the mixture was evaporated and the product purified by column chromatography on silica gel using dichloromethane/methanol/acetic acid/water (240:24:3:2) for the elution. Product-containing fractions were combined, evaporated and the residue evaporated with toluene. The residu... Reactants: N[C@@H]([C@H](O)C1=CC=C(C=C1)I)CF ((1R,2S)-2-amino-3-fluoro-1-(4-iodophenyl)propan-1-ol), CC(=O)C (Acetone). Reaction conditions: time 8 hour. Yields the product FC[C@H]1NC(O[C@@H]1C1=CC=C(C=C1)I)(C)C ((4S,5R)-4-(fluoromethyl)-5-(4-iodophenyl)-2,2-dimethyloxazolidine). Reaction SMILES: [NH2:1][C@H:2]([CH2:12][F:13])[C@@H:3]([C:5]1[CH:10]=[CH:9][C:8]([I:11])=[CH:7][CH:6]=1)[OH:4].[CH3:14][C:15]([CH3:17])=O>>[F:13][CH2:12][C@@H:2]1[C@@H:3]([C:5]2[CH:10]=[CH:9][C:8]([I:11])=[CH:7][CH:6]=2)[O:4][C:15]([CH3:17])([CH3:14])[NH:1]1. Procedure details: Acetone (150 mL) is added to commercially available (1R,2S)-2-amino-3-fluoro-1-(4-iodophenyl)propan-1-ol (15.0 g, 50.8 mmol). After stirring overnight at room temperature the solvent is removed under reduced pressure to give the title compound (17.6 g): m/z (Cl) M+H 335. As a reaction SMILES: [C:1]([CH:3]([CH:7]1[C:11]([Cl:12])=[C:10](Cl)C(=O)O1)[C:4]([NH2:6])=[O:5])#[N:2].Cl.[CH3:16][CH:17]([CH3:30])[CH2:18][S:19]([C:22]1[CH:27]=[CH:26][CH:25]=[CH:24][C:23]=1[CH2:28][NH2:29])(=[O:21])=[O:20].C(=O)([O-])[O-].[K+].[K+].[OH-].[Na+]>C(O)C>[ClH:12].[Cl:12][C:11]1[CH:7]=[C:3]([C:4]([NH2:6])=[O:5])[C:1](=[NH:2])[N:29]([CH2:28][C:23]2[CH:24]=[CH:25][CH:26]=[CH:27][C:22]=2[S:19]([CH2:18][CH:17]([CH3:30])[CH3:16])(=[O:21])=[O:20])[CH:10]=1 |f:1.2,3.4.5,6.7,9.10|. The product is Cl.ClC=1C=C(C(N(C1)CC1=C(C=CC=C1)S(=O)(=O)CC(C)C)=N)C(=O)N (5-chloro-2-imino-1-{2-[(2-methylpropyl)sulfonyl]benzyl}-1,2-dihydropyridine-3-carboxamide hydrochloride). Procedure details: 2-Cyano-2-(3,4-dichloro-5-oxo-2,5-dihydrofuran-2-yl)acetamide (2.0 g), 1-{2-[(2-methylpropyl)sulfonyl]phenyl}methanamine hydrochloride (2.69 g) and potassium carbonate (2.94 g) were stirred in ethanol (30 ml) at 90° C. for 5 hr. The reaction mixture was poured into 1N aqueous sodium hydroxide solution, and extracted with ethyl acetate. The organic layer was washed with saturated brine, dried over magnesium sulfate, and filtered. The solvent was evaporated under reduced pressure. The residue was ... Isolated yield 57.3%. Reactants: [OH-].[Na+] (sodium hydroxide), C(#N)C(C(=O)N)C1OC(C(=C1Cl)Cl)=O (2-Cyano-2-(3,4-dichloro-5-oxo-2,5-dihydrofuran-2-yl)acetamide), Cl.CC(CS(=O)(=O)C1=C(C=CC=C1)CN)C (1-{2-[(2-methylpropyl)sulfonyl]phenyl}methanamine hydrochloride), C([O-])([O-])=O.[K+].[K+] (potassium carbonate). Run in C(C)O (ethanol). Starting materials: N#CCCc1cc2c(cc1Br)OCO2, [Cl-], [N-]=[N+]=[N-], N, [NH4+], [Na+], [Na]. Yields the product N#CC1Cc2cc3c(cc21)OCO3. Reaction SMILES: [Br:1][c:2]1[c:3]([CH2:11][CH2:12][C:13]#[N:14])[cH:4][c:5]2[c:6]([cH:10]1)[O:7][CH2:8][O:9]2.[Cl-:21].[N-:17]=[N+:18]=[N-:19].[NH3:15].[NH4+:22].[Na+:16].[Na:20]>>[c:2]12[c:3]([cH:4][c:5]3[c:6]([cH:10]1)[O:7][CH2:8][O:9]3)[CH2:11][CH:12]2[C:13]#[N:14].